Dataset: the Open Reaction Database (ORD), a public repository of structured organic reaction records. Task: describe an organic reaction: reactants, conditions, products, and yield Starting materials: O=C(CCC(=O)OCC)C=1C=NC=CC1 (ethyl 4-oxo-4-(3-pyridyl)butanoate), C=O (formaldehyde), N1CCCCC1 (piperidine). Solvent: C(C)(=O)OCC (ethyl acetate). Yields the product N1=CC(=CC=C1)C(=O)C(CC(=O)OCC)=C (Ethyl 3-(3-Pyridylcarbonyl)but-3-enoate). The yield is 53.9%. As a reaction SMILES: [O:1]=[C:2]([C:10]1[CH:11]=[N:12][CH:13]=[CH:14][CH:15]=1)[CH2:3][CH2:4][C:5]([O:7][CH2:8][CH3:9])=[O:6].C=O.N1CCCC[CH2:19]1>C(OCC)(=O)C>[N:12]1[CH:13]=[CH:14][CH:15]=[C:10]([C:2]([C:3](=[CH2:19])[CH2:4][C:5]([O:7][CH2:8][CH3:9])=[O:6])=[O:1])[CH:11]=1. Procedure details: A solution of ethyl 4-oxo-4-(3-pyridyl)butanoate (4 g), 37% aqueous formaldehyde (2.46 g) and piperidine (2.46 g) was stirred at room temperature for 18 h. The reaction mixture was diluted with 200 mL of ethyl acetate and washed with water (2×100 mL). The reaction mixture was concentrated and dissolved in ethanol (10 mL) and treated with 4N HCl/dioxane (4 mL) at 80° C. for 12 h. The reaction mixture was diluted with ethyl acetate (200 mL), washed with water (2×100 mL), saturated sodium bicarbona... The reactants are ClC1=C(C=C(C=C1)C(C(=O)NNC(=O)OC(C)(C)C)(C)C)OC (tert-butyl 2-(2-(4-chloro-3-methoxyphenyl)-2-methylpropanoyl)hydrazine carboxylate), Cl (HCl). Solvent: CCOC(=O)C (EtOAc), CCOCC (Et2O). Reaction conditions: time 18 hour. The product is Cl.ClC1=C(C=C(C=C1)C(C(=O)NN)(C)C)OC (2-(4-chloro-3-methoxyphenyl)-2-methylpropanehydrazide hydrochloride). Yield: 123.2%. RXN SMILES: [Cl:1][C:2]1[CH:7]=[CH:6][C:5]([C:8]([CH3:21])([CH3:20])[C:9]([NH:11][NH:12]C(OC(C)(C)C)=O)=[O:10])=[CH:4][C:3]=1[O:22][CH3:23].Cl>CCOC(C)=O.CCOCC>[ClH:1].[Cl:1][C:2]1[CH:7]=[CH:6][C:5]([C:8]([CH3:21])([CH3:20])[C:9]([NH:11][NH2:12])=[O:10])=[CH:4][C:3]=1[O:22][CH3:23] |f:4.5|. Reported procedure: To a solution of tert-butyl 2-(2-(4-chloro-3-methoxyphenyl)-2-methylpropanoyl)hydrazine carboxylate (12.63 g, 0.04 mol) in EtOAc (100 mL) at 0° C. was added 2M HCl in Et2O (92 mL). The resulting solution was stirred at room temperature 18 h and concentrated in vacuo. The residue was triturated with Et2O, collected by filtration and dried to give 2-(4-chloro-3-methoxyphenyl)-2-methylpropanehydrazide hydrochloride (6.88 g, 67%) as a white solid. 1H NMR (400 MHz, DMSO) δ 11.64 (s, 1H), 7.41-7.39 (d... Starting materials: O=C([O-])[O-], CS(=O)(=O)OCCCCNC(=O)OCc1ccccc1, C1CCOC1, CNC, CN(C)C=O, [I-], [K+], [K+], [Na+], O. Product: CN(C)CCCCNC(=O)OCc1ccccc1. Reaction SMILES: [C:29](=[O:30])([O-:31])[O-:32].[CH2:1]([c:2]1[cH:3][cH:4][cH:5][cH:6][cH:7]1)[O:8][C:9](=[O:10])[NH:11][CH2:12][CH2:13][CH2:14][CH2:15][O:16][S:17]([CH3:18])(=[O:19])=[O:20].[CH2:24]1[O:25][CH2:26][CH2:27][CH2:28]1.[CH3:21][NH:22][CH3:23].[CH3:37][N:38]([CH3:39])[CH:40]=[O:41].[I-:36].[K+:33].[K+:34].[Na+:35].[OH2:42]>>[CH2:1]([c:2]1[cH:3][cH:4][cH:5][cH:6][cH:7]1)[O:8][C:9](=[O:10])[NH:11][CH2:12][CH2:13][CH2:14][CH2:15][N:22]([CH3:21])[CH3:23]. Starting materials: CCCCCC, COc1cc2c(=O)c(C(=O)O)c[nH]c2cc1C, c1ccc(Oc2ccccc2)cc1. Yields the product COc1cc2c(=O)cc[nH]c2cc1C. Reaction SMILES: [CH3:18][CH2:19][CH2:20][CH2:21][CH2:22][CH3:23].[CH3:1][O:2][c:3]1[cH:4][c:5]2[c:6](=[O:17])[c:7]([C:14]([OH:15])=[O:16])[cH:8][nH:9][c:10]2[cH:11][c:12]1[CH3:13].[O:24]([c:25]1[cH:26][cH:27][cH:28][cH:29][cH:30]1)[c:31]1[cH:32][cH:33][cH:34][cH:35][cH:36]1>>[CH3:1][O:2][c:3]1[cH:4][c:5]2[c:6](=[O:17])[cH:7][cH:8][nH:9][c:10]2[cH:11][c:12]1[CH3:13]. The reactants are tert-butyl ((3S)-1-(4-amino-5-isothiazolyl)-3-piperidinyl) carbamate, [N+](=O)([O-])C=1C=NSC1N1C[C@H](CCC1)NC(OC(C)(C)C)=O (tert-butyl ((3S)-1-(4-nitro-5-isothiazolyl) -3-piperidinyl)carbamate), [In] (indium), [NH4+].[Cl-] (NH4Cl), PTFE, N#N (N2), PTFE. Run in CCO (EtOH). Product: NC=1C=NSC1N1C[C@H](CCC1)NC(OC(C)(C)C)=O (tert-butyl ((3S)-1-(4-amino-5-isothiazolyl)-3-piperidinyl)-carbamate). The yield is 87.8%. As a reaction SMILES: [N+:1]([C:4]1[CH:5]=[N:6][S:7][C:8]=1[N:9]1[CH2:14][CH2:13][CH2:12][C@H:11]([NH:15][C:16](=[O:22])[O:17][C:18]([CH3:21])([CH3:20])[CH3:19])[CH2:10]1)([O-])=O.[In].[NH4+].[Cl-].N#N>CCO>[NH2:1][C:4]1[CH:5]=[N:6][S:7][C:8]=1[N:9]1[CH2:14][CH2:13][CH2:12][C@H:11]([NH:15][C:16](=[O:22])[O:17][C:18]([CH3:20])([CH3:19])[CH3:21])[CH2:10]1 |f:2.3|. Procedure details: tert-butyl ((3S)-1-(4-amino-5-isothiazolyl)-3-piperidinyl) carbamate. A 30 mL Bohdan microwave vessel was charged with tert-butyl ((3S)-1-(4-nitro-5-isothiazolyl) -3-piperidinyl)carbamate (672 mg, 2.05 mmol), EtOH (11 mL), indium powder (963 mg, 8.39 mmol, Aldrich), 4.1 M aqueous NH4Cl (4.99 mL, 20.46 mmol) and a stirbar. The vessel was swept with N2, and crimped with a PTFE-lined seal. The vessel was placed into a 120° C. heat transfer block for 1.5 h. The vessel was briefly cooled, and de-pres... Reactants: CN(C)Cc1c(O)ccc2cc(Br)ccc12, ClCCl, CC(=O)Cl. As a reaction SMILES: [Br:1][c:2]1[cH:3][c:4]2[cH:5][cH:6][c:7]([OH:16])[c:8]([CH2:12][N:13]([CH3:14])[CH3:15])[c:9]2[cH:10][cH:11]1.[CH2:21]([Cl:22])[Cl:23].[CH3:17][C:18]([Cl:19])=[O:20]>>[Br:1][c:2]1[cH:3][c:4]2[cH:5][cH:6][c:7]([O:16][C:18]([CH3:17])=[O:20])[c:8]([CH2:12][N:13]([CH3:14])[CH3:15])[c:9]2[cH:10][cH:11]1.[ClH:19]. Yields the product CC(=O)Oc1ccc2cc(Br)ccc2c1CN(C)C, Cl. Run at temperature 60 celsius, time 12 hour. Run in CO (methanol), O1CCCC1 (tetrahydrofuran). Isolated yield 25.0%. The reactants are COC(=O)C=1C=C(C=C2CC(C(NC12)C1=CC(=CC=C1)NC(C)(C)C(=O)O)(C)C)Cl (2-[3-(1-carboxy-1-methyl-ethylamino)-phenyl]-6-chloro-3,3-dimethyl-1,2,3,4-tetrahydro-quinoline-8-carboxylic acid methyl ester), O.[OH-].[Li+] (lithium hydroxide hydrate), O (water), Cl (hydrochloric acid). As a reaction SMILES: C[O:2][C:3]([C:5]1[CH:6]=[C:7]([Cl:30])[CH:8]=[C:9]2[C:14]=1[NH:13][CH:12]([C:15]1[CH:20]=[CH:19][CH:18]=[C:17]([NH:21][C:22]([C:25]([OH:27])=[O:26])([CH3:24])[CH3:23])[CH:16]=1)[C:11]([CH3:29])([CH3:28])[CH2:10]2)=[O:4].O.[OH-].[Li+].O.Cl>CO.O1CCCC1>[C:25]([C:22]([NH:21][C:17]1[CH:16]=[C:15]([CH:12]2[C:11]([CH3:28])([CH3:29])[CH2:10][C:9]3[C:14](=[C:5]([C:3]([OH:4])=[O:2])[CH:6]=[C:7]([Cl:30])[CH:8]=3)[NH:13]2)[CH:20]=[CH:19][CH:18]=1)([CH3:23])[CH3:24])([OH:27])=[O:26] |f:1.2.3|. Procedure details: A mixture of 2-[3-(1-carboxy-1-methyl-ethylamino)-phenyl]-6-chloro-3,3-dimethyl-1,2,3,4-tetrahydro-quinoline-8-carboxylic acid methyl ester (100 mg, 0.23 mmol), lithium hydroxide hydrate (98 mg, 2.3 mmol), water (0.5 mL) in methanol (1 mL) and tetrahydrofuran (5 mL) was stirred at 60° C. for 12 h. The mixture was neutralized with a 3 N aqueous hydrochloric acid solution and extracted with ethyl acetate (2×50 mL), washed with water, dried over anhydrous sodium sulfate and then concentrated in vac... Yields the product C(=O)(O)C(C)(C)NC=1C=C(C=CC1)C1NC2=C(C=C(C=C2CC1(C)C)Cl)C(=O)O (2-[3-(1-carboxy-1-methyl-ethylamino)-phenyl]-6-chloro-3,3-dimethyl-1,2,3,4-tetrahydro-quinoline-8-carboxylic acid). Starting materials: C, O=C(OCc1ccccc1)c1cccc(CN2CCC(N3C(=O)Nc4ccccc4C3c3ccccc3)CC2)c1, CC(=O)O, [H][H], [Pd]. Yields the product O=C(O)c1cccc(CN2CCC(N3C(=O)Nc4ccccc4C3c3ccccc3)CC2)c1. RXN SMILES: [C:47].[CH2:1]([c:2]1[cH:3][cH:4][cH:5][cH:6][cH:7]1)[O:8][C:9](=[O:10])[c:11]1[cH:12][c:13]([CH2:14][N:15]2[CH2:16][CH2:17][CH:18]([N:21]3[C:22](=[O:37])[NH:23][c:24]4[cH:25][cH:26][cH:27][cH:28][c:29]4[CH:30]3[c:31]3[cH:32][cH:33][cH:34][cH:35][cH:36]3)[CH2:19][CH2:20]2)[cH:38][cH:39][cH:40]1.[CH3:43][C:44](=[O:45])[OH:46].[H:41][H:42].[Pd:48]>>[O:8]=[C:9]([OH:10])[c:11]1[cH:12][c:13]([CH2:14][N:15]2[CH2:16][CH2:17][CH:18]([N:21]3[C:22](=[O:37])[NH:23][c:24]4[cH:25][cH:26][cH:27][cH:28][c:29]4[CH:30]3[c:31]3[cH:32][cH:33][cH:34][cH:35][cH:36]3)[CH2:19][CH2:20]2)[cH:38][cH:39][cH:40]1. Reactants: BrC=1C=C2C(C3(COC3)COC2=CC1)=O (6-bromo-4H-spiro[chromene-3,3′-oxetan]-4-one), C1CCOC1 (THF), [OH-].[Na+] (NaOH). Reagents/catalysts: [CH3-].C[Al+]C.[CH-]1C=CC=C1.[CH-]1C=CC=C1.[Cl-].[Ti+3] (Tebbe reagent). Run at time 2 hour. Product: BrC=1C=C2C(C3(COC3)COC2=CC1)=C (6-bromo-4-methylene-4H-spiro[chromene-3,3′-oxetane]). RXN SMILES: [Br:1][C:2]1[CH:3]=[C:4]2[C:12](=[CH:13][CH:14]=1)[O:11][CH2:10][C:6]1([CH2:9][O:8][CH2:7]1)[C:5]2=O.[OH-].[Na+].[CH2:18]1COCC1>[CH3-].C[Al+]C.[CH-]1C=CC=C1.[CH-]1C=CC=C1.[Cl-].[Ti+3]>[Br:1][C:2]1[CH:3]=[C:4]2[C:12](=[CH:13][CH:14]=1)[O:11][CH2:10][C:6]1([CH2:9][O:8][CH2:7]1)[C:5]2=[CH2:18] |f:1.2,4.5.6.7.8.9|. Procedure details: To a solution of 6-bromo-4H-spiro[chromene-3,3′-oxetan]-4-one (143 mg, 0.531 mmol) in THF (2 mL) was added Tebbe reagent ((C5H5)2TiCH2ClAl(CH3)2, μ-Chloro[di(cyclopenta-2,4-dien-1-yl)]dimethyl(μ-methylene)titaniumaluminum, 0.5 M in toluene, 2 mL) under ice-water bath cooling. After the reaction mixture was stirred at the same temperature for 2 hours and then room temperature for 4 hours, 1M aqueous NaOH (1 mL) was added. After dilution with water and filtration with Celite, the insoluble materia...